This data is from the Open Reaction Database (ORD), a public repository of structured organic reaction records. The task is: describe an organic reaction: reactants, conditions, products, and yield Starting materials: CCOP(=O)(C#N)OCC, CCOC(C)=O, CC(C)(C)C(=O)ONC(CSc1cccc(F)c1N)C(=O)O, CN(C)C=O. Product: CC(C)(C)C(=O)ONC1CSc2cccc(F)c2NC1=O. RXN SMILES: [C:1]([P:2](=[O:3])([O:4][CH2:5][CH3:6])[O:7][CH2:8][CH3:9])#[N:10].[CH3:38][CH2:39][O:40][C:41]([CH3:42])=[O:43].[NH2:11][c:12]1[c:13]([S:19][CH2:20][CH:21]([NH:22][O:23][C:24]([C:25]([CH3:26])([CH3:27])[CH3:28])=[O:29])[C:30](=[O:31])[OH:32])[cH:14][cH:15][cH:16][c:17]1[F:18].[O:33]=[CH:34][N:35]([CH3:36])[CH3:37]>>[NH:11]1[c:12]2[c:13]([cH:14][cH:15][cH:16][c:17]2[F:18])[S:19][CH2:20][CH:21]([NH:22][O:23][C:24]([C:25]([CH3:26])([CH3:27])[CH3:28])=[O:29])[C:30]1=[O:32]. Starting materials: CC(=O)[O-], CC(=O)[O-], COc1ccc(Cl)c2[nH]ncc12, ClCCl, [Cu+2], OB(O)c1ccc(OCc2ccccc2)c(F)c1, c1ccncc1. Product: COc1ccc(Cl)c2c1cnn2-c1ccc(OCc2ccccc2)c(F)c1. Reaction SMILES: [C:40]([O-:41])(=[O:42])[CH3:43].[C:45]([O-:46])(=[O:47])[CH3:48].[Cl:1][c:2]1[cH:3][cH:4][c:5]([O:11][CH3:12])[c:6]2[cH:7][n:8][nH:9][c:10]12.[Cl:37][CH2:38][Cl:39].[Cu+2:44].[F:13][c:14]1[cH:15][c:16]([B:28]([OH:29])[OH:30])[cH:17][cH:18][c:19]1[O:20][CH2:21][c:22]1[cH:23][cH:24][cH:25][cH:26][cH:27]1.[cH:31]1[cH:32][cH:33][n:34][cH:35][cH:36]1>>[Cl:1][c:2]1[cH:3][cH:4][c:5]([O:11][CH3:12])[c:6]2[cH:7][n:8][n:9](-[c:16]3[cH:15][c:14]([F:13])[c:19]([O:20][CH2:21][c:22]4[cH:23][cH:24][cH:25][cH:26][cH:27]4)[cH:18][cH:17]3)[c:10]12. Starting materials: B(F)(F)F.CCOCC (boron trifluoride etherate), C(C)OC(CSC1=CC(=CC=C1)OC)OCC (1-(2,2-Diethoxy-ethylsulfanyl)-3-methoxy-benzene). The solvent is C(Cl)Cl (methylene chloride), C(Cl)Cl (methylene chloride). Run at time 3 hour. Yields the product COC=1C=CC2=C(SC=C2)C1 (6-Methoxy-benzo[b]thiophene). Yield: 60.3%. RXN SMILES: B(F)(F)F.CCOCC.C(O[CH:13](OCC)[CH2:14][S:15][C:16]1[CH:21]=[CH:20][CH:19]=[C:18]([O:22][CH3:23])[CH:17]=1)C>C(Cl)Cl>[CH3:23][O:22][C:18]1[CH:19]=[CH:20][C:21]2[CH:13]=[CH:14][S:15][C:16]=2[CH:17]=1 |f:0.1|. Procedure details: To a solution of boron trifluoride etherate (14.45 mL, 115 mmol) in 2000 mL of methylene chloride stirring in a cold water bath 20° C. was added dropwise 1-(2,2-Diethoxy-ethylsulfanyl)-3-methoxy-benzene (28.2 gm, 110 mmol) dissolved in 500 mL of methylene chloride. The addition was complete in 3 hrs. and then the reaction was warmed to room temperature for a further 1.5 hrs. The reaction mixture was then quenched with saturated sodium bicarbonate solution. The organic layer was separated and the... The reactants are E1, ClC=1C=C2N(C(N1)=O)CCN2C (7-chloro-1-methyl-2,3-dihydroimidazo[1,2-c]pyrimidin-5(1H)-one), ClC1=C(C#N)C=CC(=C1)OC1=C(C=C(C=C1)CO)F (2-chloro-4-(2-fluoro-4-(hydroxymethyl)phenoxy)benzonitrile), [H-].[Na+] (sodium hydride). Solvent: C1CCOC1 (THF). Product: ClC1=C(C#N)C=CC(=C1)OC1=C(C=C(C=C1)COC=1C=C2N(C(N1)=O)CCN2C)F (2-chloro-4-(2-fluoro-4-(((1-methyl-5-oxo-1,2,3,5-tetrahydroimidazo[1,2-c]pyrimidin-7-yl)oxy)methyl)phenoxy)benzonitrile). Reaction SMILES: [Cl:1][C:2]1[CH:9]=[C:8]([O:10][C:11]2[CH:16]=[CH:15][C:14]([CH2:17][OH:18])=[CH:13][C:12]=2[F:19])[CH:7]=[CH:6][C:3]=1[C:4]#[N:5].[H-].[Na+].Cl[C:23]1[CH:24]=[C:25]2[N:32]([CH3:33])[CH2:31][CH2:30][N:26]2[C:27](=[O:29])[N:28]=1>C1COCC1>[Cl:1][C:2]1[CH:9]=[C:8]([O:10][C:11]2[CH:16]=[CH:15][C:14]([CH2:17][O:18][C:23]3[CH:24]=[C:25]4[N:32]([CH3:33])[CH2:31][CH2:30][N:26]4[C:27](=[O:29])[N:28]=3)=[CH:13][C:12]=2[F:19])[CH:7]=[CH:6][C:3]=1[C:4]#[N:5] |f:1.2|. Reported procedure: Prepared in a manner similar to that described for E1 using 2-chloro-4-(2-fluoro-4-(hydroxymethyl)phenoxy)benzonitrile (100 mg, 0.360 mmol) in THF (8 mL), sodium hydride (21.6 mg, 0.540 mmol) and 7-chloro-1-methyl-2,3-dihydroimidazo[1,2-c]pyrimidin-5(1H)-one (66.8 mg, 0.360 mmol). The reactants are OC1=CC(CC2(CCC2)C1)=O (8-hydroxyspiro[3.5]non-7-en-6-one), C(C)(=O)[O-].[NH4+] (ammonium acetate), saturated solution, C([O-])(O)=O.[Na+] (sodium bicarbonate), ice. The solvent is C(C)(=O)O (acetic acid), C1(=CC=CC=C1)C (toluene). Conditions: time 15 minute. Yields the product NC1=CC(CC2(CCC2)C1)=O (8-Aminospiro[3.5]non-7-en-6-one). RXN SMILES: [OH:1][C:2]1[CH2:10][C:6]2([CH2:9][CH2:8][CH2:7]2)[CH2:5][C:4](=O)[CH:3]=1.C([O-])(=O)C.[NH4+:16].C(=O)(O)[O-].[Na+]>C1(C)C=CC=CC=1.C(O)(=O)C>[NH2:16][C:4]1[CH2:5][C:6]2([CH2:9][CH2:8][CH2:7]2)[CH2:10][C:2](=[O:1])[CH:3]=1 |f:1.2,3.4|. Procedure: 10 g 8-hydroxyspiro[3.5]non-7-en-6-one and 10.1 g ammonium acetate are dissolved in 100 ml toluene and 3.2 ml acetic acid. The mixture is refluxed for 2 hours using a Dean-Stark trap. After cooling to room temperature the mixture is cautiously added to 200 ml of a saturated solution of sodium bicarbonate and 100 g ice. Then the mixture is stirred for 15 minutes, the solid product is collected by filtration and dried at 50° C. in vacuo. Reactants: B(F)(F)F.CCOCC (boron trifluoride etherate), COC1=C(O)C=CC(=C1)O (2-methoxyhydroquinone), monomethyl ester, C(CCCCC(=O)O)(=O)O (adipic acid), O.O.O.C(C)(=O)[O-].[Na+] (sodium acetate trihydrate). Solvent: ClC(C)Cl (dichloroethane), O (water). Yields the product OC1=C(C=C(C(=C1)OC)O)C(CCCCC(=O)O)=O (6-(2,5-dihydroxy-4-methoxyphenyl)-6-oxohexanoic acid). RXN SMILES: [CH3:1][O:2][C:3]1[CH:9]=[C:8]([OH:10])[CH:7]=[CH:6][C:4]=1[OH:5].[C:11](O)(=[O:19])[CH2:12][CH2:13][CH2:14][CH2:15][C:16]([OH:18])=[O:17].B(F)(F)F.CCOCC.O.O.O.C([O-])(=O)C.[Na+]>ClC(Cl)C.O>[OH:10][C:8]1[CH:9]=[C:3]([O:2][CH3:1])[C:4]([OH:5])=[CH:6][C:7]=1[C:11](=[O:19])[CH2:12][CH2:13][CH2:14][CH2:15][C:16]([OH:18])=[O:17] |f:2.3,4.5.6.7.8|. Reported procedure: Seven grams of 2-methoxyhydroquinone and 13.6 g of the monomethyl ester of adipic acid in 60 ml of dichloroethane are mixed under nitrogen in a three-necked flask. Thirteen milliliters of boron trifluoride etherate is run in at room temperature. After five hours of refluxing, the reaction medium is poured into a mixture of 40 g of sodium acetate trihydrate and 100 ml of water. The product is extracted with 500 ml of ethyl acetate, washed, dried, and concentrated under vacuum. The residue is trea... The reactants are O=[N+]([O-])c1c(SCc2ccccc2)ccc2c1CNCC2, CC(=O)OC(C)=O, CC(=O)[O-], CC(=O)O, Cl, [Na+]. Yields the product CC(=O)N1CCc2ccc(SCc3ccccc3)c([N+](=O)[O-])c2C1. RXN SMILES: [CH2:2]([c:3]1[cH:4][cH:5][cH:6][cH:7][cH:8]1)[S:9][c:10]1[cH:11][cH:12][c:13]2[c:18]([c:19]1[N+:20](=[O:21])[O-:22])[CH2:17][NH:16][CH2:15][CH2:14]2.[CH3:23][C:24](=[O:25])[O:26][C:27](=[O:28])[CH3:29].[CH3:31][C:32](=[O:33])[O-:34].[CH3:35][C:36](=[O:37])[OH:38].[ClH:1].[Na+:30]>>[CH2:2]([c:3]1[cH:4][cH:5][cH:6][cH:7][cH:8]1)[S:9][c:10]1[cH:11][cH:12][c:13]2[c:18]([c:19]1[N+:20](=[O:21])[O-:22])[CH2:17][N:16]([C:24]([CH3:23])=[O:25])[CH2:15][CH2:14]2.